From a dataset of the Open Reaction Database (ORD), a public repository of structured organic reaction records. describe an organic reaction: reactants, conditions, products, and yield The reactants are [H-].[Na+] (sodium hydride), C(C)(C)(C)OC(=O)N1[C@@H](C[C@@H](C1)OS(=O)(=O)C)C(NCC)=O ((2S, 4S)-1-t-butoxycarbonyl-2-ethylcarbamoyl-4-methanesulfonyloxypyrrolidine), [Cl-].[Na+] (sodium chloride), COC1=CC=C(CS)C=C1 (4-methoxybenzyl mercaptan). The solvent is CN(C=O)C (dimethylformamide), CN(C=O)C (dimethylformamide). Run at time 30 minute. Product: C(C)(C)(C)OC(=O)N1[C@@H](C[C@@H](C1)SCC1=CC=C(C=C1)OC)C(NCC)=O ((2S, 4S)-1-t-Butoxycarbonyl-2-ethylcarbamoyl-4-(4-methoxybenzylthio)pyrrolidine). As a reaction SMILES: [H-].[Na+].[CH3:3][O:4][C:5]1[CH:12]=[CH:11][C:8]([CH2:9][SH:10])=[CH:7][CH:6]=1.[C:13]([O:17][C:18]([N:20]1[CH2:24][C@@H:23](OS(C)(=O)=O)[CH2:22][C@H:21]1[C:30](=[O:34])[NH:31][CH2:32][CH3:33])=[O:19])([CH3:16])([CH3:15])[CH3:14].[Cl-].[Na+]>CN(C)C=O>[C:13]([O:17][C:18]([N:20]1[CH2:24][C@@H:23]([S:10][CH2:9][C:8]2[CH:11]=[CH:12][C:5]([O:4][CH3:3])=[CH:6][CH:7]=2)[CH2:22][C@H:21]1[C:30](=[O:34])[NH:31][CH2:32][CH3:33])=[O:19])([CH3:16])([CH3:15])[CH3:14] |f:0.1,4.5|. Procedure: 3.57 g of sodium hydride (as a 55% w/w suspension in mineral oil) was added, whilst ice-cooling, to a solution of 11.31 ml of 4-methoxybenzyl mercaptan dissolved in 150 ml of dry dimethylformamide and the mixture was stirred at 0° to 5° C. for 30 minutes. A solution of 26.00 g of (2S, 4S)-1-t-butoxycarbonyl-2-ethylcarbamoyl-4-methanesulfonyloxypyrrolidine in 100 ml of dry dimethylformamide was then added to the resulting mixture, and the whole was stirred at room temperature for 2 hours. At the ... Starting materials: CCNC(=C1Sc2ccccc2C1=O)c1ccccc1, CC(=O)O, OO. The product is CCNC(=C1C(=O)c2ccccc2S1=O)c1ccccc1. Reaction SMILES: [CH2:1]([CH3:2])[NH:3][C:4](=[C:5]1[C:6](=[O:14])[c:7]2[c:8]([cH:10][cH:11][cH:12][cH:13]2)[S:9]1)[c:15]1[cH:16][cH:17][cH:18][cH:19][cH:20]1.[CH3:23][C:24](=[O:25])[OH:26].[OH:21][OH:22]>>[CH2:1]([CH3:2])[NH:3][C:4](=[C:5]1[C:6](=[O:14])[c:7]2[c:8]([cH:10][cH:11][cH:12][cH:13]2)[S:9]1=[O:21])[c:15]1[cH:16][cH:17][cH:18][cH:19][cH:20]1. Starting materials: ClC1=C(C(=O)O)C=C(C=C1)[N+](=O)[O-] (2-chloro-5-nitrobenzoic acid), C(=O)(N1C=NC=C1)N1C=NC=C1 (carbonyldiimidazole), C12(CC3CC(CC(C1)C3)C2)CN (1-adamantanemethylamine). The solvent is CN(C=O)C (N,N-dimethylformamide). Conditions: time 2.5 hour. Product: ClC1=C(C(=O)NCC23CC4CC(CC(C2)C4)C3)C=C(C=C1)[N+](=O)[O-] (2-Chloro-5-nitro-N-(tricyclo[3.3.1.13,7]dec-1-ylmethyl)-benzamide). Yield: 80.5%. As a reaction SMILES: [Cl:1][C:2]1[CH:10]=[CH:9][C:8]([N+:11]([O-:13])=[O:12])=[CH:7][C:3]=1[C:4]([OH:6])=O.C(N1C=CN=C1)(N1C=CN=C1)=O.[C:26]12([CH2:36][NH2:37])[CH2:35][CH:30]3[CH2:31][CH:32]([CH2:34][CH:28]([CH2:29]3)[CH2:27]1)[CH2:33]2>CN(C)C=O>[Cl:1][C:2]1[CH:10]=[CH:9][C:8]([N+:11]([O-:13])=[O:12])=[CH:7][C:3]=1[C:4]([NH:37][CH2:36][C:26]12[CH2:35][CH:30]3[CH2:29][CH:28]([CH2:34][CH:32]([CH2:31]3)[CH2:33]1)[CH2:27]2)=[O:6]. Procedure details: To a solution of 2-chloro-5-nitrobenzoic acid (1.22 g) in N,N-dimethylformamide (1.5 ml) was added carbonyldiimidazole (1.0 g). The resulting reaction mixture was stirred for 2.5 h and then 1-adamantanemethylamine (1.0 g) was added. After 14 h the reaction mixture was partitioned between ethyl acetate and water and the organic layer was separated, washed with water and brine and then dried over sodium sulphate (Na2SO4). The organic layer was concentrated under reduced pressure to give a residue ... Reactants: C[S-], CN(C)C=O, FC(F)=C(F)CCSc1nc(CCl)co1, [I-], [Na+], [Na+], O. Yields the product CSCc1coc(SCCC(F)=C(F)F)n1. Reaction SMILES: [CH3:16][S-:17].[CH3:21][N:22]([CH3:23])[CH:24]=[O:25].[Cl:1][CH2:2][c:3]1[n:4][c:5]([S:8][CH2:9][CH2:10][C:11](=[C:12]([F:13])[F:14])[F:15])[o:6][cH:7]1.[I-:20].[Na+:18].[Na+:19].[OH2:26]>>[CH2:2]([c:3]1[n:4][c:5]([S:8][CH2:9][CH2:10][C:11](=[C:12]([F:13])[F:14])[F:15])[o:6][cH:7]1)[S:17][CH3:16].